This data is from the Open Reaction Database (ORD), a public repository of structured organic reaction records. The task is: describe an organic reaction: reactants, conditions, products, and yield Reactants: N(=C=S)C1=C(C2=C(S1)CCCC2)C(=O)OCC (ethyl 4,5,6,7-tetrahydro-2-isothiocyanatobenzo[b]thiophene-3-carboxylate), CC1=CN=CN1CCCN (3-(5-methyl-1H-imidazol-1-yl)propan-1-amine). Yields the product CC1=CN=CN1CCCN1C(NC2=C(C1=O)C1=C(S2)CCCC1)=S (3-[3-(5-methyl-1H-imidazol-1-yl)propyl]-2-thioxo-2,3,6,7,8,9-hexahydro[1]-benzothieno[2,3-d]pyrimidin-4(1H)-one). RXN SMILES: [N:1]([C:4]1[S:8][C:7]2[CH2:9][CH2:10][CH2:11][CH2:12][C:6]=2[C:5]=1[C:13]([O:15]CC)=O)=[C:2]=[S:3].[CH3:18][C:19]1[N:23]([CH2:24][CH2:25][CH2:26][NH2:27])[CH:22]=[N:21][CH:20]=1>>[CH3:18][C:19]1[N:23]([CH2:24][CH2:25][CH2:26][N:27]2[C:13](=[O:15])[C:5]3[C:6]4[CH2:12][CH2:11][CH2:10][CH2:9][C:7]=4[S:8][C:4]=3[NH:1][C:2]2=[S:3])[CH:22]=[N:21][CH:20]=1. Procedure: The compound was synthesized starting from ethyl 4,5,6,7-tetrahydro-2-isothiocyanatobenzo[b]thiophene-3-carboxylate (0.175 g. 0.66 mmol) and 3-(5-methyl-1H-imidazol-1-yl)propan-1-amine (5) (0.09 g, 0.66 mmol) as described above. Reactants: O (water), ClC1=NC(=CC(=C1)[N+](=O)[O-])Cl (2,6-dichloro-4-nitropyridine), ClC1=C(C=C(C(=C1)SC)Cl)O (2,5-dichloro-4-methylmercaptophenol), C(=O)([O-])[O-].[K+].[K+] (K2CO3). Run in CC(=O)C (acetone). Reaction conditions: time 3 hour. Yields the product ClC1=NC(=CC(=C1)OC1=C(C=C(C(=C1)Cl)SC)Cl)Cl (2,6-Dichloro-4-(2,5-dichloro-4-methylmercaptophenoxy)-pyridine). Reaction SMILES: [Cl:1][C:2]1[CH:7]=[C:6]([N+]([O-])=O)[CH:5]=[C:4]([Cl:11])[N:3]=1.[Cl:12][C:13]1[CH:18]=[C:17]([S:19][CH3:20])[C:16]([Cl:21])=[CH:15][C:14]=1[OH:22].C([O-])([O-])=O.[K+].[K+].O>CC(C)=O>[Cl:1][C:2]1[CH:7]=[C:6]([O:22][C:14]2[CH:15]=[C:16]([Cl:21])[C:17]([S:19][CH3:20])=[CH:18][C:13]=2[Cl:12])[CH:5]=[C:4]([Cl:11])[N:3]=1 |f:2.3.4|. Procedure details: Quantities of 19.3 gm (0.1 mol) of 2,6-dichloro-4-nitropyridine and 23.1 gm (0.11 mol) of 2,5-dichloro-4-methylmercaptophenol were dissolved in 100 ml of acetone, 13.8 gm (0.1 mol) of K2CO3 were added, and the resulting mixture was stirred for 3 hours under reflux. It was then stirred into 500 ml of water, and the precipitate formed was recovered by suction filtration. Reactants: NC1=NC(=CC(=N1)F)CF (2-amino-4-fluoro-6-fluoromethylpyrimidine), C(C)(=O)O (acetic acid). The product is NC1=NC(=CC(N1)=O)CF (2-amino-6-fluoromethylpyrimidine-4-one). As a reaction SMILES: [NH2:1][C:2]1[N:7]=[C:6](F)[CH:5]=[C:4]([CH2:9][F:10])[N:3]=1.C(O)(=[O:13])C>>[NH2:1][C:2]1[NH:7][C:6](=[O:13])[CH:5]=[C:4]([CH2:9][F:10])[N:3]=1. Reported procedure: 12.1 Parts of 2-amino-4-fluoro-6-fluoromethylpyrimidine was dissolved in 200 parts of 20% aqueous acetic acid at reflux, with stirring. The mixture was heated under reflux for 1 hour then cooled. The precipitated solid was filtered, washed with 50% aqueous acetic acid and then with acetone. The solid was dried in vacuo at 140° C. to give 2-amino-6-fluoromethylpyrimidine-4-one, m.p. 237°-238° C. (decomposition). The reactants are CC(C)N(C(=S)Nc1ccccc1[N+](=O)[O-])C1CCN(CCc2ccccc2)CC1, CO, [H][H], N. Yields the product CC(C)N(C(=S)Nc1ccccc1N)C1CCN(CCc2ccccc2)CC1. As a reaction SMILES: [CH3:1][CH:2]([CH3:3])[N:4]([C:5](=[S:6])[NH:7][c:8]1[c:9]([N+:14]([O-:15])=[O:16])[cH:10][cH:11][cH:12][cH:13]1)[CH:17]1[CH2:18][CH2:19][N:20]([CH2:23][CH2:24][c:25]2[cH:26][cH:27][cH:28][cH:29][cH:30]2)[CH2:21][CH2:22]1.[CH3:34][OH:35].[H:32][H:33].[NH3:31]>>[CH3:1][CH:2]([CH3:3])[N:4]([C:5](=[S:6])[NH:7][c:8]1[c:9]([NH2:14])[cH:10][cH:11][cH:12][cH:13]1)[CH:17]1[CH2:18][CH2:19][N:20]([CH2:23][CH2:24][c:25]2[cH:26][cH:27][cH:28][cH:29][cH:30]2)[CH2:21][CH2:22]1. Starting materials: [Br-], ClCCl, [K+], CCCN(C1=C(O)CC(C2CCCC2)(C2CCCC2)OC1=O)c1cccc(N)c1, c1ccncc1, O=S(=O)(Cl)c1ccccn1. The product is CCCN(C1=C(O)CC(C2CCCC2)(C2CCCC2)OC1=O)c1cccc(NS(=O)(=O)c2ccccn2)c1. RXN SMILES: [Br-:46].[Cl:48][CH2:49][Cl:50].[K+:47].[NH2:1][c:2]1[cH:3][c:4]([N:8]([C:9]2=[C:14]([OH:15])[CH2:13][C:12]([CH:16]3[CH2:17][CH2:18][CH2:19][CH2:20]3)([CH:21]3[CH2:22][CH2:23][CH2:24][CH2:25]3)[O:11][C:10]2=[O:26])[CH2:27][CH2:28][CH3:29])[cH:5][cH:6][cH:7]1.[cH:40]1[cH:41][cH:42][n:43][cH:44][cH:45]1.[n:30]1[c:31]([S:36](=[O:37])(=[O:38])[Cl:39])[cH:32][cH:33][cH:34][cH:35]1>>[NH:1]([c:2]1[cH:3][c:4]([N:8]([C:9]2=[C:14]([OH:15])[CH2:13][C:12]([CH:16]3[CH2:17][CH2:18][CH2:19][CH2:20]3)([CH:21]3[CH2:22][CH2:23][CH2:24][CH2:25]3)[O:11][C:10]2=[O:26])[CH2:27][CH2:28][CH3:29])[cH:5][cH:6][cH:7]1)[S:36]([c:31]1[n:30][cH:35][cH:34][cH:33][cH:32]1)(=[O:37])=[O:38].